This data is from the Open Reaction Database (ORD), a public repository of structured organic reaction records. The task is: describe an organic reaction: reactants, conditions, products, and yield The reactants are BrC=1C(N(N=C(C1)Cl)C)=O (4-bromo-6-chloro-2-methylpyridazin-3(2H)-one), C([O-])([O-])=O.[Cs+].[Cs+] (cesium carbonate), CS(=O)(=O)C=1C=CC(=NC1)N (5-(methylsulfonyl)pyridin-2-amine), C1(=CC=CC=C1)P(C1=CC=CC=2C(C3=CC=CC(=C3OC12)P(C1=CC=CC=C1)C1=CC=CC=C1)(C)C)C1=CC=CC=C1 (4,5-Bis(diphenylphosphino)-9,9-dimethylxanthene). Reagents/catalysts: C=1C=CC(=CC1)/C=C/C(=O)/C=C/C2=CC=CC=C2.C=1C=CC(=CC1)/C=C/C(=O)/C=C/C2=CC=CC=C2.C=1C=CC(=CC1)/C=C/C(=O)/C=C/C2=CC=CC=C2.[Pd].[Pd] (tris(dibenzylideneacetone)dipalladium(0)). Run in O1CCOCC1 (dioxane). Run at temperature 90 celsius. The product is ClC=1C=C(C(N(N1)C)=O)NC1=NC=C(C=C1)S(=O)(=O)C (6-Chloro-4-(5-methanesulfonyl-pyridin-2-ylamino)-2-methyl-2H-pyridazin-3-one). Reaction SMILES: Br[C:2]1[C:3](=[O:10])[N:4]([CH3:9])[N:5]=[C:6]([Cl:8])[CH:7]=1.[CH3:11][S:12]([C:15]1[CH:16]=[CH:17][C:18]([NH2:21])=[N:19][CH:20]=1)(=[O:14])=[O:13].C1(P(C2C=CC=CC=2)C2C3OC4C(=CC=CC=4P(C4C=CC=CC=4)C4C=CC=CC=4)C(C)(C)C=3C=CC=2)C=CC=CC=1.C(=O)([O-])[O-].[Cs+].[Cs+]>O1CCOCC1.C1C=CC(/C=C/C(/C=C/C2C=CC=CC=2)=O)=CC=1.C1C=CC(/C=C/C(/C=C/C2C=CC=CC=2)=O)=CC=1.C1C=CC(/C=C/C(/C=C/C2C=CC=CC=2)=O)=CC=1.[Pd].[Pd]>[Cl:8][C:6]1[CH:7]=[C:2]([NH:21][C:18]2[CH:17]=[CH:16][C:15]([S:12]([CH3:11])(=[O:14])=[O:13])=[CH:20][N:19]=2)[C:3](=[O:10])[N:4]([CH3:9])[N:5]=1 |f:3.4.5,7.8.9.10.11|. Procedure: 4-bromo-6-chloro-2-methylpyridazin-3(2H)-one (1 g, 4.48 mmol, Eq: 1.00), 5-(methylsulfonyl)pyridin-2-amine (771 mg, 4.48 mmol, Eq: 1), 4,5-Bis(diphenylphosphino)-9,9-dimethylxanthene (388 mg, 671 μmol, Eq: 0.15) and cesium carbonate (5.1 g, 15.7 mmol, Eq: 3.5) were suspended in dioxane (80.0 ml). Finally tris(dibenzylideneacetone)dipalladium(0) (307 mg, 336 μmol, Eq: 0.075) was added. The reaction mixture was heated to 90° C. over night. Reactants: C(CCC)C=1NC(=C(N1)Cl)CNC=1N=CNC1C(=O)N (4-{[(2-Butyl-4-chloro-1H-imidazol-5-yl)methyl]amino}-1H-imidazole-5-carboxamide), C(C1=CC=CC=C1)(=O)N=C=S (Benzoylisothiocyanate). Run in C(Cl)Cl (CH2Cl2), CO (methanol). Run at time 4 hour. Product: C(C1=CC=CC=C1)(=O)NC(=S)C(C1=C(N=C(N1)CCCC)Cl)NC=1N=CNC1C(=O)N (4-{[(benzoylamino)carbonothioyl][(2-butyl-4-chloro-1H-imidazol-5-yl)methlyl]amino}-1H-imidazole-5-carboxamide). The yield is 37.7%. Reaction SMILES: [CH2:1]([C:5]1[NH:6][C:7]([CH2:11][NH:12][C:13]2[N:14]=[CH:15][NH:16][C:17]=2[C:18]([NH2:20])=[O:19])=[C:8]([Cl:10])[N:9]=1)[CH2:2][CH2:3][CH3:4].[C:21]([N:29]=[C:30]=[S:31])(=[O:28])[C:22]1[CH:27]=[CH:26][CH:25]=[CH:24][CH:23]=1>C(Cl)Cl.CO>[C:21]([NH:29][C:30]([CH:11]([NH:12][C:13]1[N:14]=[CH:15][NH:16][C:17]=1[C:18]([NH2:20])=[O:19])[C:7]1[NH:6][C:5]([CH2:1][CH2:2][CH2:3][CH3:4])=[N:9][C:8]=1[Cl:10])=[S:31])(=[O:28])[C:22]1[CH:27]=[CH:26][CH:25]=[CH:24][CH:23]=1. Reported procedure: 4-{[(2-Butyl-4-chloro-1H-imidazol-5-yl)methyl]amino}-1H-imidazole-5-carboxamide (0.30 g, 1.01 mmol, obtained from Example 7(a)) was dissolved in CH2Cl2 (5 mL) and methanol (2 mL). Benzoylisothiocyanate (0.18 g, 1.11 mmol) was added and the mixture was stirred at r.t. for 4 h. The mixture was then concentrated in vacuo and dissolved in ethyl acetate and washed with water. The aqueous phase was extracted twice with ethyl acetate and the combined organic layers were dried (MgSO4) and concentrated. ... The reactants are O=C(O)c1cc(Br)cc(Br)c1, ClCCCl, CC(C)(C)O, CN(C)c1ccncc1, ClCCl, c1ccncc1. The product is CC(C)(C)OC(=O)c1cc(Br)cc(Br)c1. Reaction SMILES: [Br:5][c:6]1[cH:7][c:8]([C:9](=[O:10])[OH:11])[cH:12][c:13]([Br:15])[cH:14]1.[CH2:1]([Cl:2])[CH2:3][Cl:4].[CH3:16][C:17]([CH3:18])([CH3:19])[OH:20].[CH3:21][N:22]([c:23]1[cH:24][cH:25][n:26][cH:27][cH:28]1)[CH3:29].[Cl:30][CH2:31][Cl:32].[cH:33]1[cH:34][cH:35][n:36][cH:37][cH:38]1>>[Br:5][c:6]1[cH:7][c:8]([C:9](=[O:10])[O:11][C:17]([CH3:16])([CH3:18])[CH3:19])[cH:12][c:13]([Br:15])[cH:14]1. Starting materials: N1=CC(=CC=C1)N1N=CC(=C1)C1=CC=CC(=N1)C#N (6-(1-pyridin-3-yl-1H-pyrazol-4-yl)pyridine-2-carbonitrile), C[Mg]Cl (methylmagnesium chloride), Cl (hydrochloric acid), C(CC(O)(C(=O)[O-])CC(=O)[O-])(=O)[O-] (citrate), [OH-].[Na+] (sodium hydroxide), [Na+].[Cl-] (NaCl). Run in C1CCOC1 (THF), C(C)(=O)OCC (ethyl acetate). Reaction conditions: time 2 hour. Yields the product N1=CC(=CC=C1)N1N=CC(=C1)C1=CC=CC(=N1)C(C)=O (1-[6-(1-Pyridin-3-yl-1H-pyrazol-4-yl)pyridin-2-yl]ethanone). RXN SMILES: [N:1]1[CH:6]=[CH:5][CH:4]=[C:3]([N:7]2[CH:11]=[C:10]([C:12]3[N:17]=C(C#N)C=CC=3)[CH:9]=[N:8]2)[CH:2]=1.[CH3:20][Mg]Cl.Cl.[C:24]([O-:36])(=O)[CH2:25][C:26]([CH2:31][C:32]([O-])=O)(C([O-])=O)O.[OH-].[Na+].[Na+].[Cl-]>C1COCC1.C(OCC)(=O)C>[N:1]1[CH:6]=[CH:5][CH:4]=[C:3]([N:7]2[CH:11]=[C:10]([C:12]3[N:17]=[C:25]([C:24](=[O:36])[CH3:20])[CH:26]=[CH:31][CH:32]=3)[CH:9]=[N:8]2)[CH:2]=1 |f:4.5,6.7|. Procedure details: Under argon, 0.52 g (2.1 mmol) of 6-(1-pyridin-3-yl-1H-pyrazol-4-yl)pyridine-2-carbonitrile in 100 ml of THF was stirred with 1.5 ml of methylmagnesium chloride (3 M, corresponds to 24 mmol) and a few spatula tips of CuBr-dimethyl sulphide complex at room temperature for 2 h. Dilute hydrochloric acid, citrate buffer and dil. aqueous sodium hydroxide solution to pH=9 and also aq. NaCl and ethyl acetate were added. The aqueous phase was extracted 3 times with ethyl acetate, and the combined organi...